This data is from the Open Reaction Database (ORD), a public repository of structured organic reaction records. The task is: describe an organic reaction: reactants, conditions, products, and yield Starting materials: COc1cccc(C(C)NCC(OC)OC)c1, Cc1ccc(S(=O)(=O)Cl)cc1, c1ccncc1. Yields the product COc1cccc(C(C)N(CC(OC)OC)S(=O)(=O)c2ccc(C)cc2)c1. As a reaction SMILES: [CH3:1][O:2][c:3]1[cH:4][c:5]([CH:6]([CH3:7])[NH:8][CH2:9][CH:10]([O:11][CH3:12])[O:13][CH3:14])[cH:15][cH:16][cH:17]1.[S:18](=[O:19])(=[O:20])([c:21]1[cH:22][cH:23][c:24]([CH3:25])[cH:26][cH:27]1)[Cl:28].[cH:29]1[cH:30][cH:31][n:32][cH:33][cH:34]1>>[CH3:1][O:2][c:3]1[cH:4][c:5]([CH:6]([CH3:7])[N:8]([CH2:9][CH:10]([O:11][CH3:12])[O:13][CH3:14])[S:18](=[O:19])(=[O:20])[c:21]2[cH:22][cH:23][c:24]([CH3:25])[cH:26][cH:27]2)[cH:15][cH:16][cH:17]1.